The task is: describe an organic reaction: reactants, conditions, products, and yield. This data is from the Open Reaction Database (ORD), a public repository of structured organic reaction records. Reactants: Nc1ccc(Cl)cn1, ClCCCl, O=C=NC(=O)c1c(Cl)cccc1Cl. The product is O=C(NC(=O)c1c(Cl)cccc1Cl)Nc1ccc(Cl)cn1. As a reaction SMILES: [Cl:1][c:2]1[cH:3][cH:4][c:5]([NH2:8])[n:6][cH:7]1.[Cl:22][CH2:23][CH2:24][Cl:25].[Cl:9][c:10]1[c:11]([C:12](=[O:13])[N:14]=[C:15]=[O:16])[c:17]([Cl:21])[cH:18][cH:19][cH:20]1>>[Cl:1][c:2]1[cH:3][cH:4][c:5]([NH:8][C:15]([NH:14][C:12]([c:11]2[c:10]([Cl:9])[cH:20][cH:19][cH:18][c:17]2[Cl:21])=[O:13])=[O:16])[n:6][cH:7]1. Reactants: C(=O)(OC(C)(C)C)N1CCC(CC1)CO (N-Boc-4-piperidinemethanol), C(C(=O)Cl)(=O)Cl (Oxalyl chloride), CS(=O)C (DMSO), TEA. Solvent: C(Cl)Cl (DCM), C(C)OCC (diethyl ether), C(Cl)Cl (DCM). Conditions: time 10 minute. Yields the product C(=O)C1CCN(CC1)C(=O)OC(C)(C)C (1,1-dimethylethyl 4-formyl-1-piperidinecarboxylate). RXN SMILES: C(Cl)(=O)C(Cl)=O.CS(C)=O.[C:11]([N:18]1[CH2:23][CH2:22][CH:21]([CH2:24][OH:25])[CH2:20][CH2:19]1)([O:13][C:14]([CH3:17])([CH3:16])[CH3:15])=[O:12]>C(Cl)Cl.C(OCC)C>[CH:24]([CH:21]1[CH2:22][CH2:23][N:18]([C:11]([O:13][C:14]([CH3:17])([CH3:16])[CH3:15])=[O:12])[CH2:19][CH2:20]1)=[O:25]. Procedure details: Oxalyl chloride (18.5 mL, 2M in DCM, 37.0 mmol) in DCM (230 mL) was cooled with a dry ice/acetone bath. DMSO (5.15 mL, 72.6 mmol) was added dropwise via addition funnel and the reaction was stirred for 10 min. N-Boc-4-piperidinemethanol in DCM (20 mL) was added dropwise via addition funnel and the reaction was stirred for 15 min. TEA (17.0 mL, 122 mmol) was then added dropwise via addition funnel and the reaction was warmed to rt. The reaction was diluted with diethyl ether, washed with H2O and ... The reactants are NC(C(=O)OC[C@H](NC(C(F)(F)F)=O)C(=O)O)C(C(F)(F)F)O (O-(2-amino-3-hydroxy-4,4,4-trifluoro-1-oxobutyl)-N-trifluoroacetyl-L-serine), ClCC(=O)O (chloroacetic acid), N(=O)[O-].[Na+] (sodium nitrite). Run in O (water). Reaction conditions: time 30 minute. Yields the product [N+](=[N-])=C(C(=O)OC[C@H](N)C(=O)O)C(C(F)(F)F)O (O-(2-diazo-3-hydroxy-4,4,4-trifluoro-1-oxobutyl)-L-serine). The yield is 21.7%. As a reaction SMILES: [NH2:1][CH:2]([CH:18]([OH:23])[C:19]([F:22])([F:21])[F:20])[C:3]([O:5][CH2:6][C@@H:7]([C:15]([OH:17])=[O:16])[NH:8]C(=O)C(F)(F)F)=[O:4].ClCC(O)=O.[N:29]([O-])=O.[Na+]>O>[N+:1](=[C:2]([CH:18]([OH:23])[C:19]([F:22])([F:21])[F:20])[C:3]([O:5][CH2:6][C@@H:7]([C:15]([OH:17])=[O:16])[NH2:8])=[O:4])=[N-:29] |f:2.3|. Procedure details: To a solution of O-(2-amino-3-hydroxy-4,4,4-trifluoro-1-oxobutyl)-N-trifluoroacetyl-L-serine (685 mg) and chloroacetic acid (0.04 ml) in water (7 ml) was added sodium nitrite (227 mg) at room temperature. After stirring for 30 minutes at room temperature, the reaction mixture was neutrized with 2M tris buffer solution to pH 7.0 to 7.3 and then Acylase I (acylase, Sigma A-7264, made by Sigma Chemicals) (140 mg) was added. The mixture was stirred for 6 hours at room temperature and chromatographed... Reactants: C(C)OC(C(CC=1C(=NC(=NC1)NC1=CC=CC=C1)NC1=CC=CC=C1)C=1C=NC=CC1)=O (3-(2,4-diphenylamino-pyrimidin-5-yl)-2-pyridin-3-yl-propionic acid ethyl ester), S(O)(O)(=O)=O (sulfuric acid). Solvent: C(C)(=O)O (acetic acid), C(C)(=O)OCC (ethyl acetate). Reaction conditions: temperature 120 celsius. Product: C1(=CC=CC=C1)N1C(C(CC2=C1N=C(N=C2)NC2=CC=CC=C2)C=2C=NC=CC2)=O (8-phenyl-2-phenylamino-6-pyridin-3-yl-5,8-dihydro-6H-pyrido[2,3-d]pyrimidin-7-one). As a reaction SMILES: C([O:3][C:4](=O)[CH:5]([C:27]1[CH:28]=[N:29][CH:30]=[CH:31][CH:32]=1)[CH2:6][C:7]1[C:8]([NH:20][C:21]2[CH:26]=[CH:25][CH:24]=[CH:23][CH:22]=2)=[N:9][C:10]([NH:13][C:14]2[CH:19]=[CH:18][CH:17]=[CH:16][CH:15]=2)=[N:11][CH:12]=1)C.S(=O)(=O)(O)O>C(O)(=O)C.C(OCC)(=O)C>[C:21]1([N:20]2[C:8]3[N:9]=[C:10]([NH:13][C:14]4[CH:15]=[CH:16][CH:17]=[CH:18][CH:19]=4)[N:11]=[CH:12][C:7]=3[CH2:6][CH:5]([C:27]3[CH:28]=[N:29][CH:30]=[CH:31][CH:32]=3)[C:4]2=[O:3])[CH:26]=[CH:25][CH:24]=[CH:23][CH:22]=1. Procedure: To a solution of 3-(2,4-diphenylamino-pyrimidin-5-yl)-2-pyridin-3-yl-propionic acid ethyl ester (60 mg, 0.36 mmol) (from Example 10b supra) was added 5% concentrated sulfuric acid in glacial acetic acid (3 mL) in one portion. The reaction mixture was heated at 120° C. for 3 hours. The reaction mixture was then diluted with ethyl acetate (100 mL) and quenched with 2 N aqueous sodium hydroxide solution. The organic layer was separated and successively washed with water (30 mL) and brine (30 mL), d... The reactants are CCOC(=O)CCc1c[nH]nc1OCC, CN(C)C=O, ClCc1ccnc(OCc2cn3c(Cl)cccc3n2)c1, [H-], [Na+], O. The product is CCOC(=O)CCc1cn(Cc2ccnc(OCc3cn4c(Cl)cccc4n3)c2)nc1OCC. As a reaction SMILES: [CH2:3]([CH3:4])[O:5][c:6]1[n:7][nH:8][cH:9][c:10]1[CH2:11][CH2:12][C:13](=[O:14])[O:15][CH2:16][CH3:17].[CH3:39][N:40]([CH3:41])[CH:42]=[O:43].[Cl:18][c:19]1[cH:20][cH:21][cH:22][c:23]2[n:24]1[cH:25][c:26]([CH2:28][O:29][c:30]1[n:31][cH:32][cH:33][c:34]([CH2:36][Cl:37])[cH:35]1)[n:27]2.[H-:1].[Na+:2].[OH2:38]>>[CH2:3]([CH3:4])[O:5][c:6]1[n:7][n:8]([CH2:36][c:34]2[cH:33][cH:32][n:31][c:30]([O:29][CH2:28][c:26]3[cH:25][n:24]4[c:19]([Cl:18])[cH:20][cH:21][cH:22][c:23]4[n:27]3)[cH:35]2)[cH:9][c:10]1[CH2:11][CH2:12][C:13](=[O:14])[O:15][CH2:16][CH3:17]. The reactants are FC=1C=C(C=CC1F)[Mg]Br (3,4-difluorophenylmagnesium bromide), Cl[SiH]1CCC(CC1)CC[C@@H]1CC[C@H](CC1)CCCCC (1-chloro-4-(2-(trans-4-n-pentylcyclohexyl) ethyl)-1-silacyclohexane). Run in C1CCOC1 (THF), C1CCOC1 (THF). Yields the product FC=1C=C(C=CC1F)[SiH]1CCC(CC1)CC[C@@H]1CC[C@H](CC1)CCCCC (1-(3,4-difluorophenyl)-4-(2-(trans-4-n-pentylcyclohexyl) ethyl)-1-silacyclohexane). Reaction SMILES: [F:1][C:2]1[CH:3]=[C:4]([Mg]Br)[CH:5]=[CH:6][C:7]=1[F:8].Cl[SiH:12]1[CH2:17][CH2:16][CH:15]([CH2:18][CH2:19][C@H:20]2[CH2:25][CH2:24][C@H:23]([CH2:26][CH2:27][CH2:28][CH2:29][CH3:30])[CH2:22][CH2:21]2)[CH2:14][CH2:13]1>C1COCC1>[F:1][C:2]1[CH:3]=[C:4]([SiH:12]2[CH2:17][CH2:16][CH:15]([CH2:18][CH2:19][C@H:20]3[CH2:21][CH2:22][C@H:23]([CH2:26][CH2:27][CH2:28][CH2:29][CH3:30])[CH2:24][CH2:25]3)[CH2:14][CH2:13]2)[CH:5]=[CH:6][C:7]=1[F:8]. Reported procedure: A 15 ml THF solution of 1.0M 3,4-difluorophenylmagnesium bromide (15 mmol) was dripped into a mixed solution of 2.5 g (7.9 mmol) of 1-chloro-4-(2-(trans-4-n-pentylcyclohexyl) ethyl)-1-silacyclohexane and 50 ml of THF. Starting materials: FC1=CC=C(C(=C1C#N)C)[C@@H]1CN2[C@H](CO1)CNCC2 (6-fluoro-2-methyl-3-((3R,9aS)-octahydropyrazino[2,1-c][1,4]oxazin-3-yl)benzonitrile), OS(=O)(=O)C(F)(F)F (triflic acid), C1CC(=O)N(C1=O)I (NIS). Run at time 8 hour. Product: FC1=C(C#N)C(=C(C=C1I)[C@@H]1CN2[C@H](CO1)CNCC2)C (2-fluoro-3-iodo-6-methyl-5-((3R,9aS)-octahydropyrazino[2,1-c][1,4]oxazin-3-yl)benzonitrile). As a reaction SMILES: [F:1][C:2]1[C:7]([C:8]#[N:9])=[C:6]([CH3:10])[C:5]([C@H:11]2[O:16][CH2:15][C@@H:14]3[CH2:17][NH:18][CH2:19][CH2:20][N:13]3[CH2:12]2)=[CH:4][CH:3]=1.OS(C(F)(F)F)(=O)=O.C1C(=O)N([I:36])C(=O)C1>>[F:1][C:2]1[C:3]([I:36])=[CH:4][C:5]([C@H:11]2[O:16][CH2:15][C@@H:14]3[CH2:17][NH:18][CH2:19][CH2:20][N:13]3[CH2:12]2)=[C:6]([CH3:10])[C:7]=1[C:8]#[N:9]. Procedure details: 6-fluoro-2-methyl-3-((3R,9aS)-octahydropyrazino[2,1-c][1,4]oxazin-3-yl)benzonitrile (600 mg, 2.18 mmol) was dissolved in triflic acid (5.80 mL, 65.4 mmol), and NIS (1226 mg, 5.45 mmol) was added at 0° C. The reaction mixture was stirred at rt overnight and quenched into ice water and basified with 5 N NaOH. The aqueous layer was extracted with DCM. The organic layer was washed with aqueous NaS2O3, NaHCO3, brine, dried and evaporated to give crude title compound, which was used without further pu... Reactants: C1(CCCCC1)SCCCCOC=1C=C2C=CC(NC2=CC1)=O (6-(4-cyclohexylmercapto-butoxy)-carbostyril), OO (hydrogen peroxide). Yields the product C1(CCCCC1)S(=O)CCCCOC=1C=C2C=CC(NC2=CC1)=O (6-(4-Cyclohexylsulfinyl-butoxy)-carbostyril). RXN SMILES: [CH:1]1([S:7][CH2:8][CH2:9][CH2:10][CH2:11][O:12][C:13]2[CH:14]=[C:15]3[C:20](=[CH:21][CH:22]=2)[NH:19][C:18](=[O:23])[CH:17]=[CH:16]3)[CH2:6][CH2:5][CH2:4][CH2:3][CH2:2]1.[OH:24]O>>[CH:1]1([S:7]([CH2:8][CH2:9][CH2:10][CH2:11][O:12][C:13]2[CH:14]=[C:15]3[C:20](=[CH:21][CH:22]=2)[NH:19][C:18](=[O:23])[CH:17]=[CH:16]3)=[O:24])[CH2:6][CH2:5][CH2:4][CH2:3][CH2:2]1. Procedure details: Prepared analogous to Example 123 from 6-(4-cyclohexylmercapto-butoxy)-carbostyril and hydrogen peroxide.